From a dataset of the Open Reaction Database (ORD), a public repository of structured organic reaction records. describe an organic reaction: reactants, conditions, products, and yield The reactants are C1(=CC=CC=C1)C=1C(NC(N2C1SCCC2)=O)=O (9-phenyl-3,4-dihydro-2H,6H-pyrimido-[6,1-b][1,3]thiazine-6,8(7H)-dione), C([O-])([O-])=O.[K+].[K+] (potassium carbonate), BrCCCCCl (1-bromo-4-chlorobutane). Solvent: CN(C=O)C (N,N-dimethylformamide). Conditions: temperature 60 celsius, time 2 hour. The product is ClCCCCN1C(N2C(SCCC2)=C(C1=O)C1=CC=CC=C1)=O (7-(4-chlorobutyl)-9-phenyl-3,4-dihydro-2H,6H-pyrimido[6,1-b][1,3]thiazine-6,8(7H)-dione). RXN SMILES: [C:1]1([C:7]2[C:8](=[O:18])[NH:9][C:10](=[O:17])[N:11]3[CH2:16][CH2:15][CH2:14][S:13][C:12]=23)[CH:6]=[CH:5][CH:4]=[CH:3][CH:2]=1.C(=O)([O-])[O-].[K+].[K+].Br[CH2:26][CH2:27][CH2:28][CH2:29][Cl:30]>CN(C)C=O>[Cl:30][CH2:29][CH2:28][CH2:27][CH2:26][N:9]1[C:8](=[O:18])[C:7]([C:1]2[CH:2]=[CH:3][CH:4]=[CH:5][CH:6]=2)=[C:12]2[S:13][CH2:14][CH2:15][CH2:16][N:11]2[C:10]1=[O:17] |f:1.2.3|. Procedure details: To a suspension of 5.28 g (20.3 mmol) of 9-phenyl-3,4-dihydro-2H,6H-pyrimido-[6,1-b][1,3]thiazine-6,8(7H)-dione and 2.80 g (20.3 mmol) of potassium carbonate in 80 ml of N,N-dimethylformamide, 3.46 ml (30 mmol) of 1-bromo-4-chlorobutane was added at room temperature, followed by stirring at 60° C. for 2 hours and then at 100° C. for 3 hours. After cooling, the reaction mixture was concentrated to dryness. The residue was dissolved in methylene chloride-water; the organic layer was washed with wa... The reactants are C(C1=CC=CC=C1)Br (benzyl bromide), ClC1=CC=C(C=C1)C1=C(C=C(C(N1)=O)C(=O)OC)C1=CC=CC=C1 (methyl 6-(4-chlorophenyl)-5-(phenyl)-2-oxo-1,2-dihydropyridine-3-carboxylate). Product: C(C=C)OC1=NC(=C(C=C1C(=O)OC)C1=CC=CC=C1)C1=CC=C(C=C1)Cl (Methyl 2-(allyloxy)-6-(4-chlorophenyl)-5-(phenyl)pyridine-3-carboxylate). RXN SMILES: [CH2:1](Br)[C:2]1C=CC=C[CH:3]=1.[Cl:9][C:10]1[CH:15]=[CH:14][C:13]([C:16]2[NH:21][C:20](=[O:22])[C:19]([C:23]([O:25][CH3:26])=[O:24])=[CH:18][C:17]=2[C:27]2[CH:32]=[CH:31][CH:30]=[CH:29][CH:28]=2)=[CH:12][CH:11]=1>>[CH2:3]([O:22][C:20]1[C:19]([C:23]([O:25][CH3:26])=[O:24])=[CH:18][C:17]([C:27]2[CH:28]=[CH:29][CH:30]=[CH:31][CH:32]=2)=[C:16]([C:13]2[CH:12]=[CH:11][C:10]([Cl:9])=[CH:15][CH:14]=2)[N:21]=1)[CH:2]=[CH2:1]. Reported procedure: Using essentially the same procedure as in Example 1, Step E, but substituting allyl bromide for benzyl bromide, methyl 6-(4-chlorophenyl)-5-(phenyl)-2-oxo-1,2-dihydropyridine-3-carboxylate (500 mg, 1.47 mmol) from Example 1, Step D afforded the desired higher Rf O-alkylation title compound after purification by flash column chromatography on silica gel (eluted with a gradient of 5 to 10% ethyl acetate in hexanes). HPLC/MS: 380 (M+1); Rt=4.7 min. 1HNMR (CDCl3): δ 3.954 (s, 3H), 5.09 (br d, J=5 H... Starting materials: ClCCCBr, CC#N, [K+], [K+], O=C([O-])[O-], CC(C)(C)OC(=O)Nc1ccc(O)c2ccccc12. Yields the product CC(C)(C)OC(=O)Nc1ccc(OCCCCl)c2ccccc12. RXN SMILES: [Br:20][CH2:21][CH2:22][CH2:23][Cl:24].[CH3:31][C:32]#[N:33].[K+:25].[K+:26].[O-:27][C:28]([O-:29])=[O:30].[OH:1][c:2]1[cH:3][cH:4][c:5]([NH:12][C:13]([O:14][C:15]([CH3:16])([CH3:17])[CH3:18])=[O:19])[c:6]2[cH:7][cH:8][cH:9][cH:10][c:11]12>>[O:1]([c:2]1[cH:3][cH:4][c:5]([NH:12][C:13]([O:14][C:15]([CH3:16])([CH3:17])[CH3:18])=[O:19])[c:6]2[cH:7][cH:8][cH:9][cH:10][c:11]12)[CH2:21][CH2:22][CH2:23][Cl:24]. Reactants: CCOc1c(Nc2ccncc2)c(=O)c1=O, NCc1ccc(Oc2ccc(Cl)cc2)cc1. The product is O=c1c(NCc2ccc(Oc3ccc(Cl)cc3)cc2)c(Nc2ccncc2)c1=O. Reaction SMILES: [CH2:1]([O:2][c:4]1[c:5](=[O:16])[c:6](=[O:15])[c:7]1[NH:8][c:9]1[cH:10][cH:11][n:12][cH:13][cH:14]1)[CH3:3].[Cl:17][c:18]1[cH:19][cH:20][c:21]([O:22][c:23]2[cH:24][cH:25][c:26]([CH2:27][NH2:28])[cH:29][cH:30]2)[cH:31][cH:32]1>>[c:4]1([NH:28][CH2:27][c:26]2[cH:25][cH:24][c:23]([O:22][c:21]3[cH:20][cH:19][c:18]([Cl:17])[cH:32][cH:31]3)[cH:30][cH:29]2)[c:5](=[O:16])[c:6](=[O:15])[c:7]1[NH:8][c:9]1[cH:10][cH:11][n:12][cH:13][cH:14]1. The reactants are C=CCNCC(C)CC=C, ClCCl, O=S(=O)(Cl)c1ccccn1. Yields the product C=CCC(C)CN(CC=C)S(=O)(=O)c1ccccn1. Reaction SMILES: [CH2:1]([CH:2]=[CH2:3])[NH:4][CH2:5][CH:6]([CH2:7][CH:8]=[CH2:9])[CH3:10].[Cl:21][CH2:22][Cl:23].[n:11]1[c:12]([S:17](=[O:18])(=[O:19])[Cl:20])[cH:13][cH:14][cH:15][cH:16]1>>[CH2:1]([CH:2]=[CH2:3])[N:4]([CH2:5][CH:6]([CH2:7][CH:8]=[CH2:9])[CH3:10])[S:17]([c:12]1[n:11][cH:16][cH:15][cH:14][cH:13]1)(=[O:18])=[O:19].